This data is from the Open Reaction Database (ORD), a public repository of structured organic reaction records. The task is: describe an organic reaction: reactants, conditions, products, and yield Starting materials: C(C)C=1C(NC(NC1OC1=CC(=CC(=C1)C)C)=O)=O (5-Ethyl-6-(3,5-dimethylphenoxy)-2,4-pyrimidinedione), ClCC1=NC2=CC=CC=C2C=C1 (2-chloromethyl quinoline). Product: N1=C(C=CC2=CC=CC=C12)CN1C(NC(C(=C1OC1=CC(=CC(=C1)C)C)CC)=O)=O (1-(Quinolin-2-ylmethyl)-5-ethyl-6-(3,5-dimethyl-phenoxy)-2,4-pyrimidinedione). The yield is 32.4%. As a reaction SMILES: [CH2:1]([C:3]1[C:4](=[O:19])[NH:5][C:6](=[O:18])[NH:7][C:8]=1[O:9][C:10]1[CH:15]=[C:14]([CH3:16])[CH:13]=[C:12]([CH3:17])[CH:11]=1)[CH3:2].Cl[CH2:21][C:22]1[CH:31]=[CH:30][C:29]2[C:24](=[CH:25][CH:26]=[CH:27][CH:28]=2)[N:23]=1>>[N:23]1[C:24]2[C:29](=[CH:28][CH:27]=[CH:26][CH:25]=2)[CH:30]=[CH:31][C:22]=1[CH2:21][N:7]1[C:8]([O:9][C:10]2[CH:11]=[C:12]([CH3:17])[CH:13]=[C:14]([CH3:16])[CH:15]=2)=[C:3]([CH2:1][CH3:2])[C:4](=[O:19])[NH:5][C:6]1=[O:18]. Reported procedure: 5-Ethyl-6-(3,5-dimethylphenoxy)-2,4-pyrimidinedione and 2-chloromethyl quinoline were reacted by the same way with the example 1 to obtain the titled compound (130 mg, yield: 32.4%). Starting materials: C(C)(=O)O.C(C)C=1N=C(SC1)CCCCCCCCCCCCC (Ethyl-2-tridecyl-thiazole acetate), [OH-].[K+] (potassium hydroxide), Cl (HCl). Solvent: C(C)(=O)OCC (ethyl acetate), C(C)O (ethanol). Yields the product C(CCCCCCCCCCCC)C=1SC=C(N1)CC(=O)O (2-tridecyl-4-thiazole acetic acid). RXN SMILES: [C:1]([OH:4])(=[O:3])[CH3:2].C([C:7]1[N:8]=[C:9]([CH2:12][CH2:13][CH2:14][CH2:15][CH2:16][CH2:17][CH2:18][CH2:19][CH2:20][CH2:21][CH2:22][CH2:23][CH3:24])[S:10][CH:11]=1)C.[OH-].[K+].Cl>C(O)C.C(OCC)(=O)C>[CH2:12]([C:9]1[S:10][CH:11]=[C:7]([CH2:2][C:1]([OH:4])=[O:3])[N:8]=1)[CH2:13][CH2:14][CH2:15][CH2:16][CH2:17][CH2:18][CH2:19][CH2:20][CH2:21][CH2:22][CH2:23][CH3:24] |f:0.1,2.3|. Procedure: Ethyl-2-tridecyl-thiazole acetate (2.13 g, 6.35 mmol) and potassium hydroxide (0.39 g, 6.98 mmol) were refluxed overnight in ethanol (200 mL). The mixture was then acidified with 1M HCl and the precipitate filtered to give a solid which was dissolved in ethyl acetate and washed with brine, dried (MgSO4), filtered concentrated, and triturated with hexanes. The solid was filtered and air dried to yield 0.75 g, 37%. %C,H,N(found): C, 66.16; H, 9.50; N 3.99. Reactants: O=C(Cl)c1ccccc1, Cc1c(NC(c2nnc(-c3ccccc3)o2)C(C)O)ccc(C#N)c1Cl, ClCCl, c1ccncc1. The product is Cc1c(NC(c2nnc(-c3ccccc3)o2)C(C)OC(=O)c2ccccc2)ccc(C#N)c1Cl. Reaction SMILES: [C:27]([c:28]1[cH:29][cH:30][cH:31][cH:32][cH:33]1)(=[O:34])[Cl:35].[Cl:1][c:2]1[c:3]([C:4]#[N:5])[cH:6][cH:7][c:8]([NH:11][CH:12]([CH:13]([CH3:14])[OH:15])[c:16]2[o:17][c:18](-[c:21]3[cH:22][cH:23][cH:24][cH:25][cH:26]3)[n:19][n:20]2)[c:9]1[CH3:10].[Cl:42][CH2:43][Cl:44].[cH:36]1[cH:37][cH:38][n:39][cH:40][cH:41]1>>[Cl:1][c:2]1[c:3]([C:4]#[N:5])[cH:6][cH:7][c:8]([NH:11][CH:12]([CH:13]([CH3:14])[O:15][C:27]([c:28]2[cH:29][cH:30][cH:31][cH:32][cH:33]2)=[O:34])[c:16]2[o:17][c:18](-[c:21]3[cH:22][cH:23][cH:24][cH:25][cH:26]3)[n:19][n:20]2)[c:9]1[CH3:10]. Reactants: C(=C)(C)C=1C=C2C(=NC1)NC=C2 (5-isopropenyl-1H-pyrrolo[2,3-b]pyridine). The reagents and catalysts are [OH-].[OH-].[Pd+2] (palladium hydroxide on carbon). Solvent: O1CCCC1 (tetrahydrofuran). Run at time 30 minute. Yields the product C(C)(C)C=1C=C2C(=NC1)NC=C2 (5-isopropyl-1H-pyrrolo[2,3-b]pyridine). RXN SMILES: [C:1]([C:4]1[CH:5]=[C:6]2[CH:12]=[CH:11][NH:10][C:7]2=[N:8][CH:9]=1)([CH3:3])=[CH2:2]>O1CCCC1.[OH-].[OH-].[Pd+2]>[CH:1]([C:4]1[CH:5]=[C:6]2[CH:12]=[CH:11][NH:10][C:7]2=[N:8][CH:9]=1)([CH3:3])[CH3:2] |f:2.3.4|. Procedure: To 5-isopropenyl-1H-pyrrolo[2,3-b]pyridine (12, 0.080 g, 0.501 mmol) in tetrahydrofuran (5.0 mL) was added 20% palladium hydroxide on carbon (5.0 mg). The reaction was stirred under hydrogen at 40 psi for 30 minutes. The reaction mixture was filtered and concentrated to give the compound (13, 0.078 g, 96%). MS (ESI)[M+H+]+=161. Starting materials: BrN1C(CCC1=O)=O (N-bromosuccinimide), O=C1C=CNC2=C(C=CC=C12)[N+](=O)[O-] (1,4-dihydro-4-oxo-8-nitroquinoline), O (Water). Solvent: CN(C=O)C (dimethylformamide). Conditions: temperature 4 celsius, time 30 minute. Yields the product BrC1=CNC2=C(C=CC=C2C1=O)[N+](=O)[O-] (3-bromo-1,4-dihydro-8-nitro-4-oxoquinoline). Yield: 85.7%. RXN SMILES: [O:1]=[C:2]1[C:11]2[C:6](=[C:7]([N+:12]([O-:14])=[O:13])[CH:8]=[CH:9][CH:10]=2)[NH:5][CH:4]=[CH:3]1.[Br:15]N1C(=O)CCC1=O.O>CN(C)C=O>[Br:15][C:3]1[C:2](=[O:1])[C:11]2[C:6](=[C:7]([N+:12]([O-:14])=[O:13])[CH:8]=[CH:9][CH:10]=2)[NH:5][CH:4]=1. Reported procedure: To a stirred mixture of 1,4-dihydro-4-oxo-8-nitroquinoline (10 g) in dimethylformamide (100 ml) was dropwise added N-bromosuccinimide (9.83 g) over the period of 2 minutes under ice-cooling, and the mixture was stirred for 30 minutes at 4° C. Water was added thereto under ice-cooling, and the mixture was stirred for 1 hour. The resulting precipitate was collected by filtration, and the residue was washed with water and hot ethanol to give 3-bromo-1,4-dihydro-8-nitro-4-oxoquinoline (12.12 g). Reactants: C(C1=CC=CC=C1)OC1=CC(=C(C=O)C=C1)O (4-(benzyloxy)-2-hydroxybenzaldehyde), BrCC(=O)OC (methyl bromoacetate), C([O-])([O-])=O.[K+].[K+] (potassium carbonate). Run in CN(C)C=O (DMF). Reaction conditions: temperature 80 celsius, time 16 hour. Yields the product C(C1=CC=CC=C1)OC1=CC2=C(C=C(O2)C(=O)OC)C=C1 (Methyl 6-(benzyloxy)benzofuran-2-carboxylate). The yield is 36.3%. As a reaction SMILES: [CH2:1]([O:8][C:9]1[CH:16]=[CH:15][C:12]([CH:13]=O)=[C:11]([OH:17])[CH:10]=1)[C:2]1[CH:7]=[CH:6][CH:5]=[CH:4][CH:3]=1.Br[CH2:19][C:20]([O:22][CH3:23])=[O:21].C(=O)([O-])[O-].[K+].[K+]>CN(C=O)C>[CH2:1]([O:8][C:9]1[CH:16]=[CH:15][C:12]2[CH:13]=[C:19]([C:20]([O:22][CH3:23])=[O:21])[O:17][C:11]=2[CH:10]=1)[C:2]1[CH:7]=[CH:6][CH:5]=[CH:4][CH:3]=1 |f:2.3.4|. Procedure details: To a stirred solution of 4-(benzyloxy)-2-hydroxybenzaldehyde (10 g, 43.9 mmol) in DMF (60 mL), was added methyl bromoacetate (48.3 mmol, 4.57 mL), and potassium carbonate (24.2 g, 175.6 mmol). The solution was heated to 80° C. and stirred for 16 h. The reaction was quenched with water (100 mL) and aqueous extraction was performed with AcOEt (2×50 mL). The organic phase was dried with sodium sulfate and concentrated. Purification was achieved via silica gel chromatography employing 0-30% AcOEt in... The reactants are COCBr, C[Si](C)(C)O[Si](C)(C)C, CN(C)C=O, O=c1[nH]cc([N+](=O)[O-])c(=O)[nH]1, O. The product is COCn1cc([N+](=O)[O-])c(=O)[nH]c1=O. Reaction SMILES: [Br:26][CH2:27][O:28][CH3:29].[CH3:1][Si:2]([O:3][Si:4]([CH3:5])([CH3:6])[CH3:7])([CH3:8])[CH3:9].[CH3:21][N:22]([CH3:23])[CH:24]=[O:25].[N+:10](=[O:11])([O-:12])[c:13]1[c:14](=[O:20])[nH:15][c:16](=[O:19])[nH:17][cH:18]1.[OH2:30]>>[N+:10](=[O:11])([O-:12])[c:13]1[c:14](=[O:20])[nH:15][c:16](=[O:19])[n:17]([CH2:27][O:28][CH3:29])[cH:18]1. The reactants are COCCCC(=O)Cl, COc1ccccc1COCCCOc1ccc(C2CCN(C(=O)OC(C)(C)C)CC2OCc2cc(F)ccc2N)cc1. Yields the product COCCCC(=O)Nc1ccc(F)cc1COC1CN(C(=O)OC(C)(C)C)CCC1c1ccc(OCCCOCc2ccccc2OC)cc1. Reaction SMILES: [CH3:44][O:45][CH2:46][CH2:47][CH2:48][C:49](=[O:50])[Cl:51].[NH2:1][c:2]1[c:3]([CH2:4][O:5][CH:6]2[CH2:7][N:8]([C:32](=[O:33])[O:34][C:35]([CH3:36])([CH3:37])[CH3:38])[CH2:9][CH2:10][CH:11]2[c:12]2[cH:13][cH:14][c:15]([O:18][CH2:19][CH2:20][CH2:21][O:22][CH2:23][c:24]3[c:25]([O:30][CH3:31])[cH:26][cH:27][cH:28][cH:29]3)[cH:16][cH:17]2)[cH:39][c:40]([F:43])[cH:41][cH:42]1>>[NH:1]([c:2]1[c:3]([CH2:4][O:5][CH:6]2[CH2:7][N:8]([C:32](=[O:33])[O:34][C:35]([CH3:36])([CH3:37])[CH3:38])[CH2:9][CH2:10][CH:11]2[c:12]2[cH:13][cH:14][c:15]([O:18][CH2:19][CH2:20][CH2:21][O:22][CH2:23][c:24]3[c:25]([O:30][CH3:31])[cH:26][cH:27][cH:28][cH:29]3)[cH:16][cH:17]2)[cH:39][c:40]([F:43])[cH:41][cH:42]1)[C:49]([CH2:48][CH2:47][CH2:46][O:45][CH3:44])=[O:50]. Starting materials: Cc1cccnn1, CC(=O)OC(C)=O, O=CO, O=Cc1ccccc1[N+](=O)[O-], c1cncnc1, c1cnccn1, c1ccnnc1. Product: O=[N+]([O-])c1ccccc1C=Cc1cccnn1. As a reaction SMILES: [CH3:12][c:13]1[n:14][n:15][cH:16][cH:17][cH:18]1.[CH3:37][C:38]([O:39][C:40](=[O:41])[CH3:42])=[O:43].[CH:44]([OH:45])=[O:46].[N+:1](=[O:2])([O-:3])[c:4]1[c:5]([CH:6]=[O:7])[cH:8][cH:9][cH:10][cH:11]1.[cH:19]1[cH:20][n:21][cH:22][n:23][cH:24]1.[cH:25]1[n:26][cH:27][cH:28][n:29][cH:30]1.[cH:31]1[cH:32][n:33][n:34][cH:35][cH:36]1>>[N+:1](=[O:2])([O-:3])[c:4]1[c:5]([CH:6]=[CH:12][c:13]2[n:14][n:15][cH:16][cH:17][cH:18]2)[cH:8][cH:9][cH:10][cH:11]1. Reactants: CC(C)([O-])C.[K+] (Potassium tert-butoxide), S1C(=CC=C1)CC(=O)O (thiolacetic acid), BrC(C(=O)OC)C(C)C (methyl 2-bromo-3-methylbutanoate). The solvent is CCOCC (ether), CN(C=O)C (dimethylformamide). Conditions: temperature 10 celsius, time 5 minute. The product is C(C)(=O)SC(C(=O)OC)C(C)C (Methyl 2-acetylthio-3-methylbutanoate). RXN SMILES: [CH3:1][C:2](C)([O-:4])C.[K+].[S:7]1C=CC=C1CC(O)=O.Br[CH:17]([CH:22]([CH3:24])[CH3:23])[C:18]([O:20][CH3:21])=[O:19]>CN(C)C=O.CCOCC>[C:2]([S:7][CH:17]([CH:22]([CH3:24])[CH3:23])[C:18]([O:20][CH3:21])=[O:19])(=[O:4])[CH3:1] |f:0.1|. Procedure: Potassium tert-butoxide (20.4 g) was added portionwise with stirring and cooling to thiolacetic acid (13.85 g) in dry dimethylformamide (150 ml). Stirring was continued for five minutes, then methyl 2-bromo-3-methylbutanoate (32.3 g) was added with ice-cooling (about 10° C. internal temperature). After stirring at room temperature overnight, the reaction mixture was diluted with ether (about 1 liter), washed with water (3 times), dried over magnesium sulfate and run down under vacuum. The title ...